Dataset: the Open Reaction Database (ORD), a public repository of structured organic reaction records. Task: describe an organic reaction: reactants, conditions, products, and yield Starting materials: NC1CCN(CC1)CCN1C(C=NC2=CC(=CC(=C12)F)F)=O (1-[2-(4-Aminopiperidin-1-yl)ethyl]-6,8-difluoroquinoxalin-2(1H)-one), NC1CCN(CC1)CCN1C(C=NC2=CC(=CC(=C12)F)F)=O (1-[2-(4-Aminopiperidin-1-yl)ethyl]-6,8-difluoroquinoxalin-2(1H)-one), O=C1NC2=C(OC1)C=CC(=N2)C=O (3-oxo-3,4-dihydro-2H-pyrido[3,2-b][1,4]oxazine-6-carbaldehyde), C(C)(=O)O[BH3-].[Na+] (sodium acetoxyborohydride). Yields the product FC=1C=C2N=CC(N(C2=C(C1)F)CCN1CCC(CC1)NCC=1C=CC=2OCC(NC2N1)=O)=O (6-[({1-[2-(6,8-Difluoro-2-oxoquinoxalin-1(2H)-yl)ethyl]piperidin-4-yl}amino)methyl]-2H-pyrido[3,2-b][1,4]oxazin-3(4H)-one). RXN SMILES: [NH2:1][CH:2]1[CH2:7][CH2:6][N:5]([CH2:8][CH2:9][N:10]2[C:19]3[C:14](=[CH:15][C:16]([F:21])=[CH:17][C:18]=3[F:20])[N:13]=[CH:12][C:11]2=[O:22])[CH2:4][CH2:3]1.[O:23]=[C:24]1[CH2:29][O:28][C:27]2[CH:30]=[CH:31][C:32]([CH:34]=O)=[N:33][C:26]=2[NH:25]1.C(O[BH3-])(=O)C.[Na+]>>[F:21][C:16]1[CH:15]=[C:14]2[C:19](=[C:18]([F:20])[CH:17]=1)[N:10]([CH2:9][CH2:8][N:5]1[CH2:6][CH2:7][CH:2]([NH:1][CH2:34][C:32]3[CH:31]=[CH:30][C:27]4[O:28][CH2:29][C:24](=[O:23])[NH:25][C:26]=4[N:33]=3)[CH2:3][CH2:4]1)[C:11](=[O:22])[CH:12]=[N:13]2 |f:2.3|. Procedure details: 1-[2-(4-Aminopiperidin-1-yl)ethyl]-6,8-difluoroquinoxalin-2(1H)-one (Intermediate 196, 52 mg) was reacted with 3-oxo-3,4-dihydro-2H-pyrido[3,2-b][1,4]oxazine-6-carbaldehyde (WO 2004/058144) and sodium acetoxyborohydride as described for Example 107 yielding 29 mg of the title compound. Reactants: CCOC(=O)c1ccc(NC(=O)NCCn2c(C)ccc2C)cc1, CO, Cl, [Na+], [OH-]. The product is Cc1ccc(C)n1CCNC(=O)Nc1ccc(C(=O)O)cc1. RXN SMILES: [CH3:1][c:2]1[n:3]([CH2:8][CH2:9][NH:10][C:11](=[O:12])[NH:13][c:14]2[cH:15][cH:16][c:17]([C:20](=[O:21])[O:22][CH2:23][CH3:24])[cH:18][cH:19]2)[c:4]([CH3:7])[cH:5][cH:6]1.[CH3:28][OH:29].[ClH:27].[Na+:26].[OH-:25]>>[CH3:1][c:2]1[n:3]([CH2:8][CH2:9][NH:10][C:11](=[O:12])[NH:13][c:14]2[cH:15][cH:16][c:17]([C:20](=[O:21])[OH:22])[cH:18][cH:19]2)[c:4]([CH3:7])[cH:5][cH:6]1. Product: Cc3cccc(c2ccc1ccccc1c2)c3. The reagents and catalysts are dcype. Starting materials: CN(C)C(=O)Oc2ccc1ccccc1c2 (substrate), CCO[Si](OCC)(OCC)c1cccc(C)c1 (effective_coupling_partner). Run at temperature 120 celsius, time 12 hour. Reactants: BrB(Br)Br, COCc1ccc(-c2ccccc2C2=NC(C)(C)CO2)cc1, ClC(Cl)Cl, Cl. Product: CC1(C)COC(c2ccccc2-c2ccc(CBr)cc2)=N1, Cl. RXN SMILES: [B:24]([Br:25])([Br:26])[Br:27].[CH3:2][O:3][CH2:4][c:5]1[cH:6][cH:7][c:8](-[c:11]2[c:12]([C:17]3=[N:21][C:20]([CH3:22])([CH3:23])[CH2:19][O:18]3)[cH:13][cH:14][cH:15][cH:16]2)[cH:9][cH:10]1.[CH:28]([Cl:29])([Cl:30])[Cl:31].[ClH:1]>>[CH2:4]([c:5]1[cH:6][cH:7][c:8](-[c:11]2[c:12]([C:17]3=[N:21][C:20]([CH3:22])([CH3:23])[CH2:19][O:18]3)[cH:13][cH:14][cH:15][cH:16]2)[cH:9][cH:10]1)[Br:25].[ClH:1]. Reactants: [BH-](OC(=O)C)(OC(=O)C)OC(=O)C.[Na+] (NaB(OAc)3H), C(=O)([O-])[O-].[Na+].[Na+] (Na2CO3), N[C@@H]1[C@@H](N(C[C@H](C1)C(=O)OC)C(=O)OCC1=CC=CC=C1)C1=CC=CC=C1 ((2S*,3S*,5S*)-3-amino-1-benzyloxycarbonyl-5-methoxycarbonyl-2-phenylpiperidine), COC1=C(C=O)C=C(C=C1)OC(F)(F)F (2-methoxy-5-trifluoromethoxybenzaldehyde), [BH-](OC(=O)C)(OC(=O)C)OC(=O)C.[Na+] (NaB(OAc)3H). The solvent is C(Cl)Cl (CH2Cl2). Conditions: time 3 hour. The product is C(C1=CC=CC=C1)OC(=O)N1[C@H]([C@H](C[C@@H](C1)C(=O)OC)NCC1=C(C=CC(=C1)OC(F)(F)F)OC)C1=CC=CC=C1 ((2S*,3S*,5S*)-1-Benzyloxycarbonyl-5-methoxycarbonyl-3-[N-(2-methoxy-5-trifluoromethoxybenzyl)amino]-2-phenylpiperidine). The yield is 125.3%. As a reaction SMILES: [NH2:1][C@H:2]1[CH2:7][C@H:6]([C:8]([O:10][CH3:11])=[O:9])[CH2:5][N:4]([C:12]([O:14][CH2:15][C:16]2[CH:21]=[CH:20][CH:19]=[CH:18][CH:17]=2)=[O:13])[C@H:3]1[C:22]1[CH:27]=[CH:26][CH:25]=[CH:24][CH:23]=1.[CH3:28][O:29][C:30]1[CH:37]=[CH:36][C:35]([O:38][C:39]([F:42])([F:41])[F:40])=[CH:34][C:31]=1[CH:32]=O.[BH-](OC(C)=O)(OC(C)=O)OC(C)=O.[Na+].C([O-])([O-])=O.[Na+].[Na+]>C(Cl)Cl>[CH2:15]([O:14][C:12]([N:4]1[CH2:5][C@@H:6]([C:8]([O:10][CH3:11])=[O:9])[CH2:7][C@H:2]([NH:1][CH2:32][C:31]2[CH:34]=[C:35]([O:38][C:39]([F:40])([F:41])[F:42])[CH:36]=[CH:37][C:30]=2[O:29][CH3:28])[C@@H:3]1[C:22]1[CH:27]=[CH:26][CH:25]=[CH:24][CH:23]=1)=[O:13])[C:16]1[CH:17]=[CH:18][CH:19]=[CH:20][CH:21]=1 |f:2.3,4.5.6|. Reported procedure: To a stirred solution of (2S*,3S*,5S*)-3-amino-1-benzyloxycarbonyl-5-methoxycarbonyl-2-phenylpiperidine (0.79 g, 2.16 mmol) and 2-methoxy-5-trifluoromethoxybenzaldehyde (0.59 g, 2.70 mmol) in CH2Cl2 (25.0 ml) was added NaB(OAc)3H (0.69 g, 3.24 mmol) potionwise at room temperature. The turbid reaction mixture was stirred at room temperature for 3 hours; the NaB(OAc)3H added dissolved gradually with stirring, and the turbidity of the reaction mixture decreased. sat. Na2CO3 aq. solution was added, ... The reactants are O (water), [OH-].[Na+] (NaOH), O (water), ClC=1C=C(C=CC1OC)CC#N ((3-chloro-4-methoxy-phenyl)-acetonitrile), BrCCCl (1-bromo-2-chloro ethane), [OH-].[Na+] (NaOH), BrCCCl (1-Bromo-2-chloro ethane). Reagents/catalysts: [Cl-].C(C1=CC=CC=C1)[N+](CC)(CC)CC (benzyltriethylammonium chloride), [Cl-].C(C1=CC=CC=C1)[N+](CC)(CC)CC (benzyltriethylammonium chloride). Run at temperature 70 celsius, time 18 hour. Product: ClC=1C=C(C=CC1OC)C1(CC1)C(=O)O (1-(3-chloro-4-methoxy-phenyl)-cyclopropanecarboxylic acid). Reaction SMILES: [Cl:1][C:2]1[CH:3]=[C:4]([CH2:10][C:11]#N)[CH:5]=[CH:6][C:7]=1[O:8][CH3:9].Br[CH2:14][CH2:15]Cl.[OH-:17].[Na+].[OH2:19]>[Cl-].C([N+](CC)(CC)CC)C1C=CC=CC=1>[Cl:1][C:2]1[CH:3]=[C:4]([C:10]2([C:11]([OH:19])=[O:17])[CH2:15][CH2:14]2)[CH:5]=[CH:6][C:7]=1[O:8][CH3:9] |f:2.3,5.6|. Reported procedure: A mixture of (3-chloro-4-methoxy-phenyl)-acetonitrile (320 mg, 1.76 mmol, 1.00 eq.), 1-bromo-2-chloro ethane (0.51 mL, 6.05 mmol, 3.40 eq.) and benzyltriethylammonium chloride (10 mg, 0.04 mmol, 0.02 eq.) was heated at 70° C. 50% aq. NaOH soln (1.5 mL) was slowly added and the reaction mixture was stirred at 70° C. for 18 hours. 1-Bromo-2-chloro ethane (0.26 mL, 3.03 mmol, 1.72 eq.) and a spatula tip of benzyltriethylammonium chloride were added again and the mixture was stirred at 70° C. for 3 ...